The task is: describe an organic reaction: reactants, conditions, products, and yield. This data is from the Open Reaction Database (ORD), a public repository of structured organic reaction records. Procedure: 5.0 g of [(1.3-dihydro-1,3-dioxo-2H-isoindole-2-yl)oxy]-N-(phenylmethoxy) acetamide is suspended in 100 ml anhydrous methanol. While stirring and maintaining the temperature at 0° C., 0.54 g hydrazine in 10 ml. methanol is added. Stirring is continued at 0° C. for 12 hours. After this time an equivalent amount of hydrochloric acid in methanol is added, the insoluble precipitate is filtered off and the mother liquor evaporated in vacuo. The residue is dissolved in a small amount of methanol, filt... Reactants: O=C1N(C(C2=CC=CC=C12)=O)OCC(=O)NOCC1=CC=CC=C1 ([(1.3-dihydro-1,3-dioxo-2H-isoindole-2-yl)oxy]-N-(phenylmethoxy) acetamide), NN (hydrazine), Cl (hydrochloric acid). Yields the product Cl.NOCC(=O)NOCC1=CC=CC=C1 (2-(Aminooxy)-N-(phenylmethoxy)acetamide, hydrochloride). Solvent: CO (methanol), CO (methanol), CO (methanol). Run at temperature 0 celsius, time 12 hour. RXN SMILES: O=C1C2C(=CC=CC=2)C(=O)[N:3]1[O:12][CH2:13][C:14]([NH:16][O:17][CH2:18][C:19]1[CH:24]=[CH:23][CH:22]=[CH:21][CH:20]=1)=[O:15].NN.[ClH:27]>CO>[ClH:27].[NH2:3][O:12][CH2:13][C:14]([NH:16][O:17][CH2:18][C:19]1[CH:24]=[CH:23][CH:22]=[CH:21][CH:20]=1)=[O:15] |f:4.5|. Reactants: CCOC(=O)C(C)(C)CSc1cnc(N)s1, CC1CCC(N(CCOCc2ccccc2Cl)C(=O)Nc2ncc(SCC(C)(C)C(=O)O)s2)CC1, FC(F)(F)c1ccccc1CBr. Product: CC1CCC(N(CCOCc2ccccc2C(F)(F)F)C(=O)Nc2ncc(SCC(C)(C)C(=O)O)s2)CC1. As a reaction SMILES: [CH2:36]([O:37][C:38](=[O:39])[C:40]([CH3:41])([CH3:42])[CH2:43][S:44][c:45]1[s:46][c:47]([NH2:48])[n:49][cH:50]1)[CH3:51].[Cl:1][c:2]1[c:3]([CH2:4][O:5][CH2:6][CH2:7][N:8]([C:9]([NH:10][c:11]2[s:12][c:13]([S:16][CH2:17][C:18]([C:19](=[O:20])[OH:21])([CH3:22])[CH3:23])[cH:14][n:15]2)=[O:24])[CH:25]2[CH2:26][CH2:27][CH:28]([CH3:31])[CH2:29][CH2:30]2)[cH:32][cH:33][cH:34][cH:35]1.[F:52][C:53]([c:54]1[cH:55][cH:56][cH:57][cH:58][c:59]1[CH2:60][Br:61])([F:62])[F:63]>>[c:2]1([C:53]([F:52])([F:62])[F:63])[c:3]([CH2:4][O:5][CH2:6][CH2:7][N:8]([C:9]([NH:10][c:11]2[s:12][c:13]([S:16][CH2:17][C:18]([C:19](=[O:20])[OH:21])([CH3:22])[CH3:23])[cH:14][n:15]2)=[O:24])[CH:25]2[CH2:26][CH2:27][CH:28]([CH3:31])[CH2:29][CH2:30]2)[cH:32][cH:33][cH:34][cH:35]1. Reactants: O=C([O-])C(O)C(O)C(=O)[O-], ClCCl, COC(=O)c1ccc(CN2CCN(C)CC2)cc1, C[Al](C)C, Cc1ccccc1, COC(C)(C)C, [K+], Cc1ccc(N)cc1[N+](=O)[O-], [Na+]. Yields the product Cc1ccc(NC(=O)c2ccc(CN3CCN(C)CC3)cc2)cc1[N+](=O)[O-]. As a reaction SMILES: [C:34]([CH:35]([CH:36]([C:37]([O-:38])=[O:39])[OH:40])[OH:41])([O-:42])=[O:43].[CH2:53]([Cl:54])[Cl:55].[CH3:16][O:17][C:18]([c:19]1[cH:20][cH:21][c:22]([CH2:25][N:26]2[CH2:27][CH2:28][N:29]([CH3:32])[CH2:30][CH2:31]2)[cH:23][cH:24]1)=[O:33].[CH3:1][Al:2]([CH3:3])[CH3:4].[CH3:46][c:47]1[cH:48][cH:49][cH:50][cH:51][cH:52]1.[CH3:56][O:57][C:58]([CH3:59])([CH3:60])[CH3:61].[K+:45].[N+:5](=[O:6])([O-:7])[c:8]1[cH:9][c:10]([NH2:11])[cH:12][cH:13][c:14]1[CH3:15].[Na+:44]>>[N+:5](=[O:6])([O-:7])[c:8]1[cH:9][c:10]([NH:11][C:18](=[O:17])[c:19]2[cH:20][cH:21][c:22]([CH2:25][N:26]3[CH2:27][CH2:28][N:29]([CH3:32])[CH2:30][CH2:31]3)[cH:23][cH:24]2)[cH:12][cH:13][c:14]1[CH3:15]. Reactants: N(N)C1=CC(N(C(N1CC(C)C)=O)C)=O (6-hydrazino-1-isobutyl-3-methylpyrimidine-2,4(1H,3H)-dione), FC=1C=C2C(=CNC2=CC1)C=O (5-fluoro-1H-indole-3-carbaldehyde), C(=O)C1=CC(=CN1C)C(=O)OC (methyl 5-formyl-1-methyl-1H-pyrrole-3-carboxylate). Product: FC=1C=C2C(=CNC2=CC1)CN1N=C2N(C(N(C(C2=C1C1=CC(=CN1C)C(=O)OC)=O)C)=O)CC(C)C (methyl 5-{2-[(5-fluoro-1H-indol-3-yl)methyl]-7-isobutyl-5-methyl-4,6-dioxo-4,5,6,7-tetrahydro-2H-pyrazolo[3,4-d]pyrimidin-3-yl}-1-methyl-1H-pyrrole-3-carboxylate). RXN SMILES: [NH:1]([C:3]1[N:8]([CH2:9][CH:10]([CH3:12])[CH3:11])[C:7](=[O:13])[N:6]([CH3:14])[C:5](=[O:15])[CH:4]=1)[NH2:2].[F:16][C:17]1[CH:18]=[C:19]2[C:23](=[CH:24][CH:25]=1)[NH:22][CH:21]=[C:20]2[CH:26]=O.[CH:28]([C:30]1[N:34]([CH3:35])[CH:33]=[C:32]([C:36]([O:38][CH3:39])=[O:37])[CH:31]=1)=O>>[F:16][C:17]1[CH:18]=[C:19]2[C:23](=[CH:24][CH:25]=1)[NH:22][CH:21]=[C:20]2[CH2:26][N:2]1[C:28]([C:30]2[N:34]([CH3:35])[CH:33]=[C:32]([C:36]([O:38][CH3:39])=[O:37])[CH:31]=2)=[C:4]2[C:3]([N:8]([CH2:9][CH:10]([CH3:11])[CH3:12])[C:7](=[O:13])[N:6]([CH3:14])[C:5]2=[O:15])=[N:1]1. Procedure: This compound was made following the procedure described above, starting with 6-hydrazino-1-isobutyl-3-methylpyrimidine-2,4(1H,3H)-dione, and condensing first with 5-fluoro-1H-indole-3-carbaldehyde, followed by methyl 5-formyl-1-methyl-1H-pyrrole-3-carboxylate. Mass: 507.05 (M+H).